Dataset: the Open Reaction Database (ORD), a public repository of structured organic reaction records. Task: describe an organic reaction: reactants, conditions, products, and yield Starting materials: CO, COC(=O)CCCCCCN, Cl, O=Cc1ccc(-n2ccnc2)cc1. Product: COC(=O)CCCCCCNCc1ccc(-n2ccnc2)cc1. Reaction SMILES: [CH3:26][OH:27].[CH3:2][O:3][C:4]([CH2:5][CH2:6][CH2:7][CH2:8][CH2:9][CH2:10][NH2:11])=[O:12].[ClH:1].[n:13]1(-[c:18]2[cH:19][cH:20][c:21]([CH:22]=[O:23])[cH:24][cH:25]2)[cH:14][n:15][cH:16][cH:17]1>>[CH3:2][O:3][C:4]([CH2:5][CH2:6][CH2:7][CH2:8][CH2:9][CH2:10][NH:11][CH2:22][c:21]1[cH:20][cH:19][c:18](-[n:13]2[cH:14][n:15][cH:16][cH:17]2)[cH:25][cH:24]1)=[O:12]. As a reaction SMILES: [NH2:1][CH2:2][C@H:3]1[N:8]([C:9]([C:11]2[N:12]=[C:13]([CH3:23])[S:14][C:15]=2[C:16]2[CH:21]=[CH:20][CH:19]=[C:18]([Cl:22])[CH:17]=2)=[O:10])[CH2:7][C@H:6]2[C@@H:4]1[CH2:5]2.[CH3:24][N:25]1[C:33]2[C:28](=[CH:29][CH:30]=[CH:31][CH:32]=2)[C:27]([C:34](O)=[O:35])=[CH:26]1>>[Cl:22][C:18]1[CH:17]=[C:16]([C:15]2[S:14][C:13]([CH3:23])=[N:12][C:11]=2[C:9]([N:8]2[CH2:7][C@H:6]3[C@H:4]([CH2:5]3)[C@H:3]2[CH2:2][NH:1][C:34]([C:27]2[C:28]3[C:33](=[CH:32][CH:31]=[CH:30][CH:29]=3)[N:25]([CH3:24])[CH:26]=2)=[O:35])=[O:10])[CH:21]=[CH:20][CH:19]=1. Reported procedure: prepared by reaction of ((1S,2S,5R)-2-Aminomethyl-3-aza-bicyclo[3.1.0]hex-3-yl)-[5-(3-chloro-phenyl)-2-methyl-thiazol-4-yl]-methanone with 1-Methyl-1H-indole-3-carboxylic acid. LC-MS (basic): tR=0.91 min; [M+H]+=505.4. Product: ClC=1C=C(C=CC1)C1=C(N=C(S1)C)C(=O)N1[C@@H]([C@H]2C[C@H]2C1)CNC(=O)C1=CN(C2=CC=CC=C12)C (1-Methyl-1H-indole-3-carboxylic Acid{(1S,2S,5R)-3-[5-(3-chloro-phenyl)-2-methyl-thiazole-4-carbonyl]-3-aza-bicyclo[3.1.0]hex-2-ylmethyl}-amide). Reactants: NC[C@@H]1[C@H]2C[C@H]2CN1C(=O)C=1N=C(SC1C1=CC(=CC=C1)Cl)C (((1S,2S,5R)-2-Aminomethyl-3-aza-bicyclo[3.1.0]hex-3-yl)-[5-(3-chloro-phenyl)-2-methyl-thiazol-4-yl]-methanone), CN1C=C(C2=CC=CC=C12)C(=O)O (1-Methyl-1H-indole-3-carboxylic acid). Reactants: CCOC(=O)CC(=O)O, CCC=CCC=CCC=CCCCCCCCCOc1ccc(C(=O)n2ccnc2)s1, C[O-], C[O-], CO, [Mg+2], C1CCOC1. Product: CCC=CCC=CCC=CCCCCCCCCOc1ccc(C(=O)CC(=O)OCC)s1. RXN SMILES: [CH2:1]([CH3:2])[O:3][C:4]([CH2:5][C:6](=[O:7])[OH:8])=[O:9].[CH2:20]([CH2:21][CH2:22][CH2:23][CH2:24][CH2:25][CH2:26][CH2:27][CH:28]=[CH:29][CH2:30][CH:31]=[CH:32][CH2:33][CH:34]=[CH:35][CH2:36][CH3:37])[O:38][c:39]1[cH:40][cH:41][c:42]([C:44]([n:45]2[cH:46][cH:47][n:48][cH:49]2)=[O:50])[s:43]1.[CH3:10][O-:11].[CH3:13][O-:14].[CH3:51][OH:52].[Mg+2:12].[O:15]1[CH2:16][CH2:17][CH2:18][CH2:19]1>>[CH2:1]([CH3:2])[O:3][C:4]([CH2:5][C:6](=[O:8])[c:42]1[cH:41][cH:40][c:39]([O:38][CH2:20][CH2:21][CH2:22][CH2:23][CH2:24][CH2:25][CH2:26][CH2:27][CH:28]=[CH:29][CH2:30][CH:31]=[CH:32][CH2:33][CH:34]=[CH:35][CH2:36][CH3:37])[s:43]1)=[O:9]. Reactants: NCCCN1CCC(CC1)OC(C1=CC=CC=C1)C1=CC=CC=C1 (1-(3-aminopropyl)-4-diphenylmethoxypiperidine), C1=2C(=O)OC(NC1=CC=CC2)=O (isatoic anhydride). Yields the product NC1=C(C(=O)NCCCN2CCC(CC2)OC(C2=CC=CC=C2)C2=CC=CC=C2)C=CC=C1 (2-Amino-N-[3-(4-diphenylmethoxypiperidino)propyl]benzamide). The yield is 66.0%. Reaction SMILES: [NH2:1][CH2:2][CH2:3][CH2:4][N:5]1[CH2:10][CH2:9][CH:8]([O:11][CH:12]([C:19]2[CH:24]=[CH:23][CH:22]=[CH:21][CH:20]=2)[C:13]2[CH:18]=[CH:17][CH:16]=[CH:15][CH:14]=2)[CH2:7][CH2:6]1.[C:25]12[C:31](=[CH:32][CH:33]=[CH:34][CH:35]=1)[NH:30]C(=O)O[C:26]2=[O:27]>>[NH2:30][C:31]1[CH:32]=[CH:33][CH:34]=[CH:35][C:25]=1[C:26]([NH:1][CH2:2][CH2:3][CH2:4][N:5]1[CH2:6][CH2:7][CH:8]([O:11][CH:12]([C:19]2[CH:20]=[CH:21][CH:22]=[CH:23][CH:24]=2)[C:13]2[CH:14]=[CH:15][CH:16]=[CH:17][CH:18]=2)[CH2:9][CH2:10]1)=[O:27]. Reported procedure: Using the method similar to that in Reference Example 1 and using 1-(3-aminopropyl)-4-diphenylmethoxypiperidine instead of 4-methoxybenzylamine and starting from isatoic anhydride (2.87 g), the title compound (6.19 g, 66%) was synthesized. This product was used in the next reaction without further purification. Reactants: ClC1=CC(=NC=C1)C1(CCN(CC1)CC1=CC(=NC2=C(C=CC=C12)F)C(=O)N[C@@H]1[C@H](CCCC1)O)F (4-{[4-(4-chloropyridin-2-yl)-4-fluoropiperidin-1-yl]methyl}-8-fluoro-N-[(1S,2S)-2-hydroxycyclohexyl]quinoline-2-carboxamide), C[Zn]C (dimethyl zinc), C[Zn]C (dimethyl zinc). Reagents/catalysts: C=1C=CC(=CC1)[P](C=2C=CC=CC2)(C=3C=CC=CC3)[Pd]([P](C=4C=CC=CC4)(C=5C=CC=CC5)C=6C=CC=CC6)([P](C=7C=CC=CC7)(C=8C=CC=CC8)C=9C=CC=CC9)[P](C=1C=CC=CC1)(C=1C=CC=CC1)C=1C=CC=CC1 (tetrakis(triphenylphosphine)palladium(0)), C=1C=CC(=CC1)[P](C=2C=CC=CC2)(C=3C=CC=CC3)[Pd]([P](C=4C=CC=CC4)(C=5C=CC=CC5)C=6C=CC=CC6)([P](C=7C=CC=CC7)(C=8C=CC=CC8)C=9C=CC=CC9)[P](C=1C=CC=CC1)(C=1C=CC=CC1)C=1C=CC=CC1 (tetrakis(triphenylphosphine)palladium(0)). Solvent: C1CCOC1 (THF), C(C)(=O)OCC (ethyl acetate). Reaction conditions: temperature 90 celsius, time 16 hour. Yields the product FC=1C=CC=C2C(=CC(=NC12)C(=O)N[C@@H]1[C@H](CCCC1)O)CN1CCC(CC1)(C1=NC=CC(=C1)C)F (8-Fluoro-4-{[4-fluoro-4-(4-methylpyridin-2-yl)piperidin-1-yl]methyl}-N-[(1S,2S)-2-hydroxycyclohexyl]quinoline-2-carboxamide). As a reaction SMILES: Cl[C:2]1[CH:7]=[CH:6][N:5]=[C:4]([C:8]2([F:36])[CH2:13][CH2:12][N:11]([CH2:14][C:15]3[C:24]4[C:19](=[C:20]([F:25])[CH:21]=[CH:22][CH:23]=4)[N:18]=[C:17]([C:26]([NH:28][C@H:29]4[CH2:34][CH2:33][CH2:32][CH2:31][C@@H:30]4[OH:35])=[O:27])[CH:16]=3)[CH2:10][CH2:9]2)[CH:3]=1.[CH3:37][Zn]C>C1COCC1.C(OCC)(=O)C.C1C=CC([P]([Pd]([P](C2C=CC=CC=2)(C2C=CC=CC=2)C2C=CC=CC=2)([P](C2C=CC=CC=2)(C2C=CC=CC=2)C2C=CC=CC=2)[P](C2C=CC=CC=2)(C2C=CC=CC=2)C2C=CC=CC=2)(C2C=CC=CC=2)C2C=CC=CC=2)=CC=1>[F:25][C:20]1[CH:21]=[CH:22][CH:23]=[C:24]2[C:19]=1[N:18]=[C:17]([C:26]([NH:28][C@H:29]1[CH2:34][CH2:33][CH2:32][CH2:31][C@@H:30]1[OH:35])=[O:27])[CH:16]=[C:15]2[CH2:14][N:11]1[CH2:12][CH2:13][C:8]([F:36])([C:4]2[CH:3]=[C:2]([CH3:37])[CH:7]=[CH:6][N:5]=2)[CH2:9][CH2:10]1 |^1:54,56,75,94|. Procedure: To a solution of 4-{[4-(4-chloropyridin-2-yl)-4-fluoropiperidin-1-yl]methyl}-8-fluoro-N-[(1S,2S)-2-hydroxycyclohexyl]quinoline-2-carboxamide (Example C) (0.022 g, 0.043 mmol) in THF (3 mL) under an atmosphere of nitrogen was added dimethyl zinc (2.0 M in THF, 0.043 mL, 0.085 mmol) and tetrakis(triphenylphosphine)palladium(0) (0.0011 mg, 0.00090 mmol). The reaction was heated to 90° C., cooled to RT, and retreated with additional dimethyl zinc (2.0 M in THF, 0.043 mL, 0.085 mmol) and tetrakis(tri...